This data is from the Open Reaction Database (ORD), a public repository of structured organic reaction records. The task is: describe an organic reaction: reactants, conditions, products, and yield Starting materials: dichloride, O (water), N1=CC(=CC=C1)B(O)O (3-pyridineboronic acid), C(=O)([O-])[O-].[Na+].[Na+] (Na2CO3), IC1=CC(=C(C=C1)S(=O)(=O)C1=CC=CC=C1)[N+](=O)[O-] (4-Iodo-2-nitro-1-(phenylsulfonyl)-benzene). Solvent: C(C)O.O (water ethanol). Run at temperature 90 celsius, time 30 minute. The product is [N+](=O)([O-])C=1C=C(C=CC1S(=O)(=O)C1=CC=CC=C1)C=1C=NC=CC1 (3-(3-nitro-4-(phenylsulfonyl)phenyl)pyridine). The yield is 70.5%. As a reaction SMILES: [N:1]1[CH:6]=[CH:5][CH:4]=[C:3](B(O)O)[CH:2]=1.C([O-])([O-])=O.[Na+].[Na+].I[C:17]1[CH:22]=[CH:21][C:20]([S:23]([C:26]2[CH:31]=[CH:30][CH:29]=[CH:28][CH:27]=2)(=[O:25])=[O:24])=[C:19]([N+:32]([O-:34])=[O:33])[CH:18]=1.O>C(O)C.O>[N+:32]([C:19]1[CH:18]=[C:17]([C:3]2[CH:2]=[N:1][CH:6]=[CH:5][CH:4]=2)[CH:22]=[CH:21][C:20]=1[S:23]([C:26]1[CH:27]=[CH:28][CH:29]=[CH:30][CH:31]=1)(=[O:25])=[O:24])([O-:34])=[O:33] |f:1.2.3,6.7|. Reported procedure: Argon was passed through a mixture of 3-pyridineboronic acid (187 mg, 1.53 mmol) and Na2CO3 (408 mg, 3.84 mmol) in water ethanol (water 3.74 ml, ethanol 14.96 ml) at stirring at 90° C. for 30 min and cooled to 80° C. 4-Iodo-2-nitro-1-(phenylsulfonyl)-benzene 4(3) (734 mg, 1.9 mmol) was added to the reaction mixture in argon current, inert gas was passed for another 10 min, then bis-triphenylphosphinepalladium dichloride (34 mg) was added and argon was passed for additional 5 min. The reaction mi... The reactants are C=CC(=O)OCCO, Cc1cc(C(C)(C)C)c(O)c(C(C)(C)C)c1, [N-]=C=O, O=C=Nc1ccccc1. The product is C=CC(=O)OCCOC(=O)Nc1ccccc1. RXN SMILES: [C:26]([CH:27]=[CH2:28])(=[O:29])[O:30][CH2:31][CH2:32][OH:33].[CH3:1][c:2]1[cH:3][c:4]([C:5]([CH3:6])([CH3:7])[CH3:8])[c:9]([OH:10])[c:11]([C:12]([CH3:13])([CH3:14])[CH3:15])[cH:16]1.[N-:34]=[C:35]=[O:36].[O:17]=[C:18]=[N:19][c:20]1[cH:21][cH:22][cH:23][cH:24][cH:25]1>>[O:17]=[C:18]([NH:19][c:20]1[cH:21][cH:22][cH:23][cH:24][cH:25]1)[O:33][CH2:32][CH2:31][O:30][C:26]([CH:27]=[CH2:28])=[O:29]. Reactants: CC(=O)[O-], O=C(CCl)c1ccc(F)cc1F, [I-], [Na+], [Na+], CN(C)C=O. The product is CC(=O)OCC(=O)c1ccc(F)cc1F. As a reaction SMILES: [CH3:14][C:15]([O-:16])=[O:17].[Cl:1][CH2:2][C:3](=[O:4])[c:5]1[c:6]([F:12])[cH:7][c:8]([F:11])[cH:9][cH:10]1.[I-:18].[Na+:13].[Na+:19].[O:20]=[CH:21][N:22]([CH3:23])[CH3:24]>>[CH2:2]([C:3](=[O:4])[c:5]1[c:6]([F:12])[cH:7][c:8]([F:11])[cH:9][cH:10]1)[O:17][C:15]([CH3:14])=[O:16]. Reactants: C(C)C1=CC=NC=C1 (4-ethylpyridine), FC(C=1C=C(CCBr)C=CC1)(F)F (3-trifluoromethylphenethyl bromide). RXN SMILES: [CH2:1]([C:3]1[CH:8]=[CH:7][N:6]=[CH:5][CH:4]=1)[CH3:2].[F:9][C:10]([F:21])([F:20])[C:11]1[CH:12]=[C:13]([CH:17]=[CH:18][CH:19]=1)[CH2:14][CH2:15]Br>>[F:9][C:10]([F:21])([F:20])[C:11]1[CH:12]=[C:13]([CH2:14][CH2:15][CH:1]([C:3]2[CH:8]=[CH:7][N:6]=[CH:5][CH:4]=2)[CH3:2])[CH:17]=[CH:18][CH:19]=1. The product is FC(C=1C=C(C=CC1)CCC(C)C1=CC=NC=C1)(F)F (1-(3-trifluoromethylphenyl)-3-(4-pyridyl)-butane). Yield: 15.3%. Reported procedure: 1.0 g (9.35 mmol) of 4-ethylpyridine and 2.37 g (9.35 mmol) of 3-trifluoromethylphenethyl bromide were reacted in the same manner as in Example 1. The reaction product was purified to obtain 0.40 g of the desired compound (yield: 15.3%). Reactants: BrC1=CC2=CC=C(C=C2C=C1)OCCBr (2-bromo-6-(2-bromoethoxy)naphthalene), CN(C)C=O (DMF), C([O-])([O-])=O.[K+].[K+] (potassium carbonate), C1(=CC=CC=C1)C (toluene). Run at temperature 50 celsius. The product is BrC=1C=C2C=CC(=CC2=CC1)OCCN1[C@@H](CCC1)C ((2R)-1-{2-[(6-bromo-2-naphthyl)oxy]ethyl}-2-methylpyrrolidine). As a reaction SMILES: [Br:1][C:2]1[CH:11]=[CH:10][C:9]2[C:4](=[CH:5][CH:6]=[C:7]([O:12][CH2:13][CH2:14]Br)[CH:8]=2)[CH:3]=1.C(=O)([O-])[O-].[K+].[K+].[C:22]1([CH3:28])C=C[CH:25]=[CH:24][CH:23]=1.C[N:30](C=O)C>>[Br:1][C:2]1[CH:3]=[C:4]2[C:9](=[CH:10][CH:11]=1)[CH:8]=[C:7]([O:12][CH2:13][CH2:14][N:30]1[CH2:25][CH2:24][CH2:23][C@H:22]1[CH3:28])[CH:6]=[CH:5]2 |f:1.2.3|. Procedure: The product from Example 37A (495 mg, 1.5 mmol), potassium carbonate (207 mg, 1.5 mmol), and the above toluene solution were suspended into DMF (3 mL) and heated at 50° C. overnight. The reaction mixture was brought to room temperature and partitioned between 0.2 M aqueous NaOH (20 mL) and dichloromethane (10 mL). The aqueous phase was separated and extracted with dichloromethane, and the combined organic phases were washed with 0.2 M aqueous NaOH, dried (Na2SO4), and filtered quickly through a ... Starting materials: COC(CC=1C=C(C(=CC1)OC)C1=C(C=C(C=C1)C(F)(F)F)C=O)=O ((2′-formyl-6-methoxy-4′-trifluoromethyl-biphenyl-3-yl)-acetic acid methyl ester), C1(CCC1)N (cyclobutylamine), ClC(=O)OCC1=CC=CC=C1 (benzyl chloroformate). The product is C(C1=CC=CC=C1)OC(=O)N(C1CCC1)CC1=C(C=CC(=C1)C(F)(F)F)C1=CC(=CC=C1OC)CC(=O)O ({2′-[(Benzyloxycarbonyl-cyclobutyl-amino)-methyl]-6-methoxy-4′-trifluoromethyl-biphenyl-3-yl}-acetic acid). Reaction SMILES: C[O:2][C:3](=[O:25])[CH2:4][C:5]1[CH:6]=[C:7]([C:13]2[CH:18]=[CH:17][C:16]([C:19]([F:22])([F:21])[F:20])=[CH:15][C:14]=2[CH:23]=O)[C:8]([O:11][CH3:12])=[CH:9][CH:10]=1.[CH:26]1([NH2:30])[CH2:29][CH2:28][CH2:27]1.Cl[C:32]([O:34][CH2:35][C:36]1[CH:41]=[CH:40][CH:39]=[CH:38][CH:37]=1)=[O:33]>>[CH2:35]([O:34][C:32]([N:30]([CH2:23][C:14]1[CH:15]=[C:16]([C:19]([F:22])([F:21])[F:20])[CH:17]=[CH:18][C:13]=1[C:7]1[C:8]([O:11][CH3:12])=[CH:9][CH:10]=[C:5]([CH2:4][C:3]([OH:25])=[O:2])[CH:6]=1)[CH:26]1[CH2:29][CH2:28][CH2:27]1)=[O:33])[C:36]1[CH:41]=[CH:40][CH:39]=[CH:38][CH:37]=1. Procedure details: {2′-[(Benzyloxycarbonyl-cyclobutyl-amino)-methyl]-6-methoxy-4′-trifluoromethyl-biphenyl-3-yl}-acetic acid (Compound 1-34) was prepared by following the procedures of Example 1 and using the following starting materials: (2′-formyl-6-methoxy-4′-trifluoromethyl-biphenyl-3-yl)-acetic acid methyl ester, cyclobutylamine, and benzyl chloroformate. Reported procedure: Using the method described in example 1, beginning with 3-acetylthio 2-(RS) methylpropionic acid and 2-(RS) carbethoxy perhydroindole, prepared by reduction of 2(RS) carbethoxy indoline according to the method described in example 13, the following are obtained successively: The reactants are C(C)(=O)SCC(C(=O)O)C (3-acetylthio 2-(RS) methylpropionic acid), C(=O)(OCC)C1NC2CCCCC2C1 (2-(RS) carbethoxy perhydroindole), C(=O)(OCC)C1NC2=CC=CC=C2C1 (2(RS) carbethoxy indoline). RXN SMILES: C([S:4][CH2:5][CH:6]([CH3:10])[C:7]([OH:9])=O)(=O)C.[C:11]([CH:16]1[CH2:24][CH:23]2[CH:18]([CH2:19][CH2:20][CH2:21][CH2:22]2)[NH:17]1)([O:13]CC)=[O:12].C(C1CC2C(=CC=CC=2)N1)(OCC)=O>>[SH:4][CH2:5][CH:6]([CH3:10])[C:7]([N:17]1[CH:18]2[CH:23]([CH2:22][CH2:21][CH2:20][CH2:19]2)[CH2:24][CH:16]1[C:11]([OH:13])=[O:12])=[O:9]. Product: SCC(C(=O)N1C(CC2CCCCC12)C(=O)O)C (N-[3-mercapto 2-(RS) methylpropionyl] 2-(RS) carboxy perhydroindole).